This data is from the Open Reaction Database (ORD), a public repository of structured organic reaction records. The task is: describe an organic reaction: reactants, conditions, products, and yield Starting materials: CCO, CC(=O)[O-], CC(=O)O, [Cl-], O=C(CCl)c1ccccc1, [K+], [K+], O. Yields the product CC(=O)OCC(=O)c1ccccc1. Reaction SMILES: [CH3:22][CH2:23][OH:24].[CH3:2][C:3]([O-:4])=[O:5].[CH3:6][C:7](=[O:8])[OH:9].[Cl-:20].[Cl:10][CH2:11][C:12](=[O:13])[c:14]1[cH:15][cH:16][cH:17][cH:18][cH:19]1.[K+:1].[K+:21].[OH2:25]>>[CH3:2][C:3]([O:4][CH2:11][C:12](=[O:13])[c:14]1[cH:15][cH:16][cH:17][cH:18][cH:19]1)=[O:5]. The reactants are O=C(O)C1CCCN1c1cc(Br)ccc1[N+](=O)[O-], CCOC(C)=O, CCO, Cl, [Na+], [OH-], O, O, O, Cl[Sn]Cl. Yields the product O=C1Nc2ccc(Br)cc2N2CCCC12. RXN SMILES: [Br:1][c:2]1[cH:3][cH:4][c:5]([N+:16]([O-:15])=[O:17])[c:6]([N:8]2[CH:9]([C:13](=[O:14])[OH:18])[CH2:10][CH2:11][CH2:12]2)[cH:7]1.[CH3:26][CH2:27][O:28][C:29]([CH3:30])=[O:31].[CH3:32][CH2:33][OH:34].[ClH:36].[Na+:25].[OH-:24].[OH2:19].[OH2:20].[OH2:35].[Sn:21]([Cl:22])[Cl:23]>>[Br:1][c:2]1[cH:3][cH:4][c:5]2[c:6]([cH:7]1)[N:8]1[CH:9]([CH2:10][CH2:11][CH2:12]1)[C:13](=[O:14])[NH:16]2. Reactants: [OH-].[Li+] (lithium hydroxide), C(C)(C)(C)OC(=O)N1[C@H](C(N(C(C1)C1=CC(=CC(=C1)F)F)CC(=O)OC)=O)CC1CCCCCC1 ((2S)-tert-butyl-2-(cycloheptylmethyl)-5-(3,5-difluorophenyl)-4-(2-methoxy-2-oxoethyl)-3-oxopiperazine-1-carboxylate). Run in O (water), C1CCOC1 (THF). The product is C(C)(C)(C)OC(=O)N1[C@H](C(N(C(C1)C1=CC(=CC(=C1)F)F)CC(=O)O)=O)CC1CCCCCC1 (2-((3S)-4-(tert-butoxycarbonyl)-3-(cycloheptylmethyl)-6-(3,5-difluorophenyl)-2-oxopiperazin-1-yl)ethanoic acid). Reaction SMILES: [OH-].[Li+].[C:3]([O:7][C:8]([N:10]1[CH2:15][CH:14]([C:16]2[CH:21]=[C:20]([F:22])[CH:19]=[C:18]([F:23])[CH:17]=2)[N:13]([CH2:24][C:25]([O:27]C)=[O:26])[C:12](=[O:29])[C@@H:11]1[CH2:30][CH:31]1[CH2:37][CH2:36][CH2:35][CH2:34][CH2:33][CH2:32]1)=[O:9])([CH3:6])([CH3:5])[CH3:4]>O.C1COCC1>[C:3]([O:7][C:8]([N:10]1[CH2:15][CH:14]([C:16]2[CH:21]=[C:20]([F:22])[CH:19]=[C:18]([F:23])[CH:17]=2)[N:13]([CH2:24][C:25]([OH:27])=[O:26])[C:12](=[O:29])[C@@H:11]1[CH2:30][CH:31]1[CH2:32][CH2:33][CH2:34][CH2:35][CH2:36][CH2:37]1)=[O:9])([CH3:6])([CH3:4])[CH3:5] |f:0.1|. Procedure details: 10 mg (0.42 mmol) lithium hydroxide in 800 μl water were added to 105 mg (0.21 mmol) (2S)-tert-butyl-2-(cycloheptylmethyl)-5-(3,5-difluorophenyl)-4-(2-methoxy-2-oxoethyl)-3-oxopiperazine-1-carboxylate in 2 ml THF. After 2 h tetrahydrofuran was distilled off and the aqueous solution was neutralised with hydrochloric acid. The aqueous phase was extracted with ethyl acetate. The ethyl acetate phase was dried and evaporated down. The reactants are Br, CC(C(=O)OC(C)(C)C)C(=O)c1ncc(Cl)cc1F, CC(=O)O. Product: CC(C(=O)O)C(=O)c1ncc(Cl)cc1F. RXN SMILES: [BrH:20].[C:1]([CH3:2])([CH3:3])([CH3:4])[O:5][C:6]([CH:7]([C:8](=[O:9])[c:10]1[n:11][cH:12][c:13]([Cl:17])[cH:14][c:15]1[F:16])[CH3:18])=[O:19].[CH3:21][C:22](=[O:23])[OH:24]>>[O:5]=[C:6]([CH:7]([C:8](=[O:9])[c:10]1[n:11][cH:12][c:13]([Cl:17])[cH:14][c:15]1[F:16])[CH3:18])[OH:19]. The reactants are COc1cc(N2CCC(N3CCN(C(=O)OCc4ccccc4)CC3)CC2)ccc1[N+](=O)[O-], CC(=O)O, CCO, [Zn]. Product: COc1cc(N2CCC(N3CCN(C(=O)OCc4ccccc4)CC3)CC2)ccc1N. As a reaction SMILES: [CH2:1]([c:2]1[cH:3][cH:4][cH:5][cH:6][cH:7]1)[O:8][C:9](=[O:10])[N:11]1[CH2:12][CH2:13][N:14]([CH:17]2[CH2:18][CH2:19][N:20]([c:23]3[cH:24][c:25]([O:32][CH3:33])[c:26]([N+:29]([O-:30])=[O:31])[cH:27][cH:28]3)[CH2:21][CH2:22]2)[CH2:15][CH2:16]1.[CH3:34][C:35](=[O:36])[OH:37].[CH3:39][CH2:40][OH:41].[Zn:38]>>[CH2:1]([c:2]1[cH:3][cH:4][cH:5][cH:6][cH:7]1)[O:8][C:9](=[O:10])[N:11]1[CH2:12][CH2:13][N:14]([CH:17]2[CH2:18][CH2:19][N:20]([c:23]3[cH:24][c:25]([O:32][CH3:33])[c:26]([NH2:29])[cH:27][cH:28]3)[CH2:21][CH2:22]2)[CH2:15][CH2:16]1. Starting materials: CCO, ClCCl, CCC1(C=C(OC)C(=O)OC)CCC[N+]2=C1c1[nH]c3ccc(F)cc3c1CC2, CC(=O)[O-], CCO, [O-][Cl+3]([O-])([O-])[O-], [H][H], [K+], O. The product is CCC1(C=C(OC)C(=O)OC)CCCN2CCc3c([nH]c4ccc(F)cc34)C21. Reaction SMILES: [CH2:44]([OH:45])[CH3:46].[CH2:47]([Cl:48])[Cl:49].[CH2:6]([CH3:7])[C:8]1([CH:26]=[C:27]([C:28](=[O:29])[O:30][CH3:31])[O:32][CH3:33])[CH2:9][CH2:10][CH2:11][N+:12]2=[C:17]1[c:16]1[c:15]([c:24]3[c:19]([nH:18]1)[cH:20][cH:21][c:22]([F:25])[cH:23]3)[CH2:14][CH2:13]2.[CH3:35][C:36](=[O:37])[O-:38].[CH3:39][CH2:40][OH:41].[Cl+3:1]([O-:2])([O-:3])([O-:4])[O-:5].[H:42][H:43].[K+:34].[OH2:50]>>[CH2:6]([CH3:7])[C:8]1([CH:26]=[C:27]([C:28](=[O:29])[O:30][CH3:31])[O:32][CH3:33])[CH2:9][CH2:10][CH2:11][N:12]2[CH2:13][CH2:14][c:15]3[c:16]([nH:18][c:19]4[cH:20][cH:21][c:22]([F:25])[cH:23][c:24]34)[CH:17]12. Starting materials: CC=1C=C(C=CC1)CCCN1[C@H](CN[C@@H](C1)C)C (trans-1-[3-(m-methylphenyl)propyl]-2,5-dimethylpiperazine), O1C(=CC=C1)C(=O)Cl (2-furoyl chloride). The solvent is C1=CC=CC=C1 (benzene). Product: Cl.CC=1C=C(C=CC1)CCCN1[C@H](CN([C@@H](C1)C)C(=O)C=1OC=CC1)C (trans-1-[3-(m-Methylphenyl)propyl]-2,5-dimethyl-4-(2-furoyl)piperazine hydrochloride). As a reaction SMILES: [CH3:1][C:2]1[CH:3]=[C:4]([CH2:8][CH2:9][CH2:10][N:11]2[CH2:16][C@@H:15]([CH3:17])[NH:14][CH2:13][C@@H:12]2[CH3:18])[CH:5]=[CH:6][CH:7]=1.[O:19]1[CH:23]=[CH:22][CH:21]=[C:20]1[C:24]([Cl:26])=[O:25]>C1C=CC=CC=1>[ClH:26].[CH3:1][C:2]1[CH:3]=[C:4]([CH2:8][CH2:9][CH2:10][N:11]2[CH2:16][C@@H:15]([CH3:17])[N:14]([C:24]([C:20]3[O:19][CH:23]=[CH:22][CH:21]=3)=[O:25])[CH2:13][C@@H:12]2[CH3:18])[CH:5]=[CH:6][CH:7]=1 |f:3.4|. Procedure: The compound was obtained by following the same process as in Example 2 from a mixture of trans-1-[3-(m-methylphenyl)propyl]-2,5-dimethylpiperazine [b.p. 125° - 132°C (4 mmHg), dipicrate, m.p. 245° - 248°C], 2-furoyl chloride and benzene. Starting materials: ice, NC1=NC(=CC(=C1)C)C (2-Amino-4,6-dimethylpyridine), OS(=O)(=O)O (H2SO4), [N+](=O)(O)[O-] (HNO3), OS(=O)(=O)O (H2SO4), [NH4+].[OH-] (NH4OH). Conditions: temperature 0 celsius. The product is N([N+](=O)[O-])C1=NC(=CC(=C1)C)C (2-nitramino-4,6-dimethylpyridine). As a reaction SMILES: [NH2:1][C:2]1[CH:7]=[C:6]([CH3:8])[CH:5]=[C:4]([CH3:9])[N:3]=1.OS(O)(=O)=O.[N+:15]([O-])([OH:17])=[O:16].[NH4+].[OH-]>>[NH:1]([C:2]1[CH:7]=[C:6]([CH3:8])[CH:5]=[C:4]([CH3:9])[N:3]=1)[N+:15]([O-:17])=[O:16] |f:3.4|. Procedure details: 2-Amino-4,6-dimethylpyridine (10.0 g, 81.8 mmol) was added portion-wise to 65 mL of H2SO4 (conc. d=1.84) which was stirred (mechanical) at 0° C. After complete addition, the mixture was warmed to room temperature until the mixture become homogeneous. The solution was then cooled to -10° C. and a pre-cooled (0° C.) mixture of concentrated HNO3 (11.5 mL, d=1.40) and H2SO4 (8.2 mL, d=1.84) was added at such a rate as not to raise the internal reaction temperature above -9° C. Ten minutes after the ...